Task: describe an organic reaction: reactants, conditions, products, and yield. Dataset: the Open Reaction Database (ORD), a public repository of structured organic reaction records The reactants are CC1=CC=C2C(=N1)N(C(O2)=O)CC=2C=C(C=CC2)C2=NC=C(C=N2)N2CCN(CC2)C(=O)OC(C)(C)C (tert-butyl 4-{2-[3-(5-methyl-2-oxooxazolo[4,5-b]pyridin-3-ylmethyl)phenyl]pyrimidin-5-yl}piperazine-1-carboxylate), Cl (HCl). Procedure details: 80 mg (0.16 mmol) of tert-butyl 4-{2-[3-(5-methyl-2-oxooxazolo[4,5-b]pyridin-3-ylmethyl)phenyl]pyrimidin-5-yl}piperazine-1-carboxylate are dissolved in 6 ml of acetonitrile, and 6 ml of 4 M HCl in dioxane are added. The reaction mixture is stirred at room temperature for 1 h and evaporated. The residue is taken up in water and ethyl acetate, and the water phase is adjusted to pH 12 using NaOH and extracted with ethyl acetate and dichloromethane. The organic phases are combined, dried over sodium... Reaction SMILES: [CH3:1][C:2]1[N:7]=[C:6]2[N:8]([CH2:12][C:13]3[CH:14]=[C:15]([C:19]4[N:24]=[CH:23][C:22]([N:25]5[CH2:30][CH2:29][N:28](C(OC(C)(C)C)=O)[CH2:27][CH2:26]5)=[CH:21][N:20]=4)[CH:16]=[CH:17][CH:18]=3)[C:9](=[O:11])[O:10][C:5]2=[CH:4][CH:3]=1.Cl>C(#N)C.O1CCOCC1>[CH3:1][C:2]1[N:7]=[C:6]2[N:8]([CH2:12][C:13]3[CH:18]=[CH:17][CH:16]=[C:15]([C:19]4[N:24]=[CH:23][C:22]([N:25]5[CH2:30][CH2:29][NH:28][CH2:27][CH2:26]5)=[CH:21][N:20]=4)[CH:14]=3)[C:9](=[O:11])[O:10][C:5]2=[CH:4][CH:3]=1. The product is CC1=CC=C2C(=N1)N(C(O2)=O)CC2=CC(=CC=C2)C2=NC=C(C=N2)N2CCNCC2 (5-methyl-3-[3-(5-piperazin-1-ylpyrimidin-2-yl)benzyl]-3H-oxazolo[4,5-b]pyridin-2-one). Run at time 1 hour. Solvent: C(C)#N (acetonitrile), O1CCOCC1 (dioxane). Reactants: CC#N, Cc1cccc(OCC(N)=O)c1C, [Cu+2], O, O, O, O, O, O, O=S(=O)([O-])[O-]. Product: Cc1cccc(OCC(N)=O)c1C=O. Reaction SMILES: [CH3:14][C:15]#[N:16].[CH3:1][c:2]1[c:3]([O:4][CH2:5][C:6](=[O:7])[NH2:8])[cH:9][cH:10][cH:11][c:12]1[CH3:13].[Cu+2:28].[OH2:17].[OH2:18].[OH2:19].[OH2:20].[OH2:21].[OH2:22].[S:23]([O-:24])([O-:25])(=[O:26])=[O:27]>>[CH:1]([c:2]1[c:3]([O:4][CH2:5][C:6](=[O:7])[NH2:8])[cH:9][cH:10][cH:11][c:12]1[CH3:13])=[O:17]. The reactants are Cl.C(#N)C1(CCNCC1)C(=O)OCC (ethyl 4-cyanopiperidine-4-carboxylate hydrochloride), CCN(C(C)C)C(C)C (DIPEA), BrC=1C=NC(=NC1)Cl (5-bromo-2-chloropyrimidine), CCCCCC (hexane). The solvent is CCO (EtOH). Run at time 10 minute. Product: BrC=1C=NC(=NC1)N1CCC(CC1)(C(=O)OCC)C#N (Ethyl 1-(5-bromopyrimidin-2-yl)-4-cyano-piperidine-4-carboxylate). The yield is 68.2%. RXN SMILES: Cl.[C:2]([C:4]1([C:10]([O:12][CH2:13][CH3:14])=[O:11])[CH2:9][CH2:8][NH:7][CH2:6][CH2:5]1)#[N:3].CCN(C(C)C)C(C)C.[Br:24][C:25]1[CH:26]=[N:27][C:28](Cl)=[N:29][CH:30]=1.CCCCCC>CCO>[Br:24][C:25]1[CH:26]=[N:27][C:28]([N:7]2[CH2:8][CH2:9][C:4]([C:2]#[N:3])([C:10]([O:12][CH2:13][CH3:14])=[O:11])[CH2:5][CH2:6]2)=[N:29][CH:30]=1 |f:0.1|. Reported procedure: To a solution of ethyl 4-cyanopiperidine-4-carboxylate hydrochloride (0.56 g, 2.6 mmol) in EtOH (10 mL) was added DIPEA (0.8 mL, 4.29 mmol) at rt and stirred at rt for 10 min followed by addition of 5-bromo-2-chloropyrimidine (0.33 g, 1.73 mmol). The reaction mixture was heated up to 70° C. for 1 h. After completion of reaction (by TLC), solvent was evaporated and the crude residue purified over 100-200 M silica-gel using 10% EtOAc:hexane to obtain the product as a yellow solid (0.4 g, 68% yield... The yield is 80.0%. The reactants are N1(C=NC=C1)C[C@H](C1=CC=CC=C1)OC1=C(C=2CCCC(C2C=C1)=O)CSC1=C(C(=O)O)C=CC=C1 (2-{[(2-{[(1S)-2-(1H-imidazol-1-yl)-1-phenylethyl]oxy}-5-oxo-5,6,7,8-tetrahydro-1-naphthalenyl)methyl]sulfanyl}benzoic acid), C1(CC1)N (cyclopropylamine). The product is C1(CC1)NC(C1=C(C=CC=C1)SCC1=C(C=CC=2C(CCCC12)=O)O[C@H](CN1C=NC=C1)C1=CC=CC=C1)=O (N-Cyclopropyl-2-{[(2-{[(1S)-2-(1H-imidazol-1-yl)-1-phenylethyl]oxy}-5-oxo-5,6,7,8-tetrahydro-1-naphthalenyl)methyl]sulfanyl}benzamide). Reported procedure: Using the method in Example 172, 2-{[(2-{[(1S)-2-(1H-imidazol-1-yl)-1-phenylethyl]oxy}-5-oxo-5,6,7,8-tetrahydro-1-naphthalenyl)methyl]sulfanyl}benzoic acid (50 mg, 0.10 mmol, 0.20M in DMF) and cyclopropylamine (17 mg, 0.30 mmol, 0.6M in DMF) were combined to give 43 mg of the desired compound: Low resolution mass spectrum (LC-MS, APCI) m/z 538 [M+H]+. RXN SMILES: [N:1]1([CH2:6][C@@H:7]([O:14][C:15]2[CH:24]=[CH:23][C:22]3[C:21](=[O:25])[CH2:20][CH2:19][CH2:18][C:17]=3[C:16]=2[CH2:26][S:27][C:28]2[CH:36]=[CH:35][CH:34]=[CH:33][C:29]=2[C:30](O)=[O:31])[C:8]2[CH:13]=[CH:12][CH:11]=[CH:10][CH:9]=2)[CH:5]=[CH:4][N:3]=[CH:2]1.[CH:37]1([NH2:40])[CH2:39][CH2:38]1>>[CH:37]1([NH:40][C:30](=[O:31])[C:29]2[CH:33]=[CH:34][CH:35]=[CH:36][C:28]=2[S:27][CH2:26][C:16]2[C:17]3[CH2:18][CH2:19][CH2:20][C:21](=[O:25])[C:22]=3[CH:23]=[CH:24][C:15]=2[O:14][C@@H:7]([C:8]2[CH:9]=[CH:10][CH:11]=[CH:12][CH:13]=2)[CH2:6][N:1]2[CH:5]=[CH:4][N:3]=[CH:2]2)[CH2:39][CH2:38]1. Starting materials: ClC1=NC=2N([C@@H](C(N(C2C=N1)C)=O)CC)C1CC1 ((R)-2-chloro-8-cyclopropyl-7-ethyl-5-methyl-7,8-dihydropteridin-6(5H)-one), N1C(=NC=C1)C1=NC=CN=C1 (2-(1H-imidazol-2-yl)pyrazine). The product is C1(CC1)N1[C@@H](C(N(C=2C=NC(=NC12)N1C(=NC=C1)C1=NC=CN=C1)C)=O)CC ((R)-8-cyclopropyl-7-ethyl-5-methyl-2-(2-(pyrazin-2-yl)-1H-imidazol-1-yl)-7,8-dihydropteridin-6(5H)-one). Reaction SMILES: Cl[C:2]1[N:11]=[CH:10][C:9]2[N:8]([CH3:12])[C:7](=[O:13])[C@@H:6]([CH2:14][CH3:15])[N:5]([CH:16]3[CH2:18][CH2:17]3)[C:4]=2[N:3]=1.[NH:19]1[CH:23]=[CH:22][N:21]=[C:20]1[C:24]1[CH:29]=[N:28][CH:27]=[CH:26][N:25]=1>>[CH:16]1([N:5]2[C:4]3[N:3]=[C:2]([N:19]4[CH:23]=[CH:22][N:21]=[C:20]4[C:24]4[CH:29]=[N:28][CH:27]=[CH:26][N:25]=4)[N:11]=[CH:10][C:9]=3[N:8]([CH3:12])[C:7](=[O:13])[C@H:6]2[CH2:14][CH3:15])[CH2:18][CH2:17]1. Reported procedure: The title compound was prepared similarly to the methods described in Example 77, with Intermediate O instead of Intermediate C and with 2-(1H-imidazol-2-yl)pyrazine instead of 2-phenyl-1H-imidazole. LCMS: 377.2 m/z (M+H)+; ret. Time: 4.07 min (Analytical Method C). Reactants: S(C)(=O)(=O)[O-] (mesylate), N1=CC=CC=2CCCC(C12)NCCCCN1C(C2=CC=CC=C2C1=O)=O (2-[4-(5,6,7,8-tetrahydro-quinolin-8-ylamino)-butyl]-isoindole-1,3-dione), CC#N (CH3CN). The solvent is CCN(C(C)C)C(C)C (DIPEA). Yields the product N1=C(C=CC=C1CN(CCCCN)C1CCCC=2C=CC=NC12)C1=NC=CC=C1 (N1-[2,2′]Bipyridinyl-6-ylmethyl-N1-(5,6,7,8-tetrahydro-quinolin-8-yl)-butane-1,4-diamine). As a reaction SMILES: S([O-])(=O)(=O)C.[N:6]1[C:15]2[CH:14]([NH:16][CH2:17][CH2:18][CH2:19][CH2:20][N:21]3C(=O)C4C(=CC=CC=4)C3=O)[CH2:13][CH2:12][CH2:11][C:10]=2[CH:9]=[CH:8][CH:7]=1.[CH3:32][C:33]#[N:34]>CCN(C(C)C)C(C)C>[N:34]1[C:13]([CH2:14][N:16]([CH:14]2[C:15]3[N:6]=[CH:7][CH:8]=[CH:9][C:10]=3[CH2:11][CH2:12][CH2:13]2)[CH2:17][CH2:18][CH2:19][CH2:20][NH2:21])=[CH:12][CH:11]=[CH:32][C:33]=1[C:7]1[CH:8]=[CH:9][CH:10]=[CH:15][N:6]=1. Procedure details: Using the general alkylation procedure A: Reaction of the mesylate from above and 2-[4-(5,6,7,8-tetrahydro-quinolin-8-ylamino)-butyl]-isoindole-1,3-dione in dry CH3CN and DIPEA gave the desired amine as a yellow oil. Deprotection with hydrazine following General Procedure E gave COMPOUND 361 as a colorless oil. 1H NMR (CDCl3) δ 1.42-1.58 (m, 4H), 1.63-1.72 (m, 1H), 1.86-2.04 (m, 2H), 2.14-2.19 (m, 1H), 2.08-2.19 (m, 2H), 2.60 (t, 2H, J=6.9 Hz), 2.65-2.90 (m, 4H), 3.83 (d, 1H, J=15.6 Hz), 3.99 (d...